Dataset: the Open Reaction Database (ORD), a public repository of structured organic reaction records. Task: describe an organic reaction: reactants, conditions, products, and yield Starting materials: O=S1(N(CCCC1)C1=C2C=CC=NC2=C(C(=N1)C(=O)OC)OS(=O)(=O)C1=CC=C(C=C1)C)=O (methyl 5-(1,1-dioxido-1,2-thiazinan-2-yl)-8-{[(4-methylphenyl)sulfonyl]oxy}-1,6-naphthyridine-7-carboxylate), O (water), C[O-].[Na+] (sodium methoxide), C(C)(=O)O (Acetic acid). The solvent is CN(C)C=O (DMF). Reaction conditions: time 1 hour. Product: O=S1(N(CCCC1)C1=C2C=CC=NC2=C(C(=N1)C(=O)OC)O)=O (methyl 5-(1,1-dioxido-1,2-thiazinan-2-yl)-8-hydroxy-1,6-naphthyridine-7-carboxylate). Reaction SMILES: [O:1]=[S:2]1(=[O:33])[CH2:7][CH2:6][CH2:5][CH2:4][N:3]1[C:8]1[N:17]=[C:16]([C:18]([O:20][CH3:21])=[O:19])[C:15]([O:22]S(C2C=CC(C)=CC=2)(=O)=O)=[C:14]2[C:9]=1[CH:10]=[CH:11][CH:12]=[N:13]2.C[O-].[Na+].C(O)(=O)C.O>CN(C=O)C>[O:33]=[S:2]1(=[O:1])[CH2:7][CH2:6][CH2:5][CH2:4][N:3]1[C:8]1[N:17]=[C:16]([C:18]([O:20][CH3:21])=[O:19])[C:15]([OH:22])=[C:14]2[C:9]=1[CH:10]=[CH:11][CH:12]=[N:13]2 |f:1.2|. Procedure details: To a solution of methyl 5-(1,1-dioxido-1,2-thiazinan-2-yl)-8-{[(4-methylphenyl)sulfonyl]oxy}-1,6-naphthyridine-7-carboxylate (6.0 g, 12.2 mmol) in DMF (50 mL) under nitrogen at zero degrees C. was added sodium methoxide (49.40 mL, 24.70 mmol, 0.5 M in Methanol). The cold solution was allowed to stir for one hour. Acetic acid (1.64 mL, 27.4 mmol) was added followed by water to precipitate the product. The mixture was allowed to stand for one hour. The crude reaction was filtered and the solids we... Starting materials: COC(C1=C(C=CC(=C1)C=CC1=C(C=CC(=C1)OC)OC)NC(C)=O)=O (5-[2-(2,5-dimethoxyphenyl)ethenyl]-2-acetylamino benzoic acid methylester). The reagents and catalysts are [Pd] (palladium). Solvent: C(C)(=O)OCC (ethyl acetate). Conditions: time 8 hour. Yields the product COC(C1=C(C=CC(=C1)CCC1=C(C=CC(=C1)OC)OC)NC(C)=O)=O (5-[2-(2,5-Dimethoxyphenyl)ethyl]-2-Acetylamino Benzoic Acid Methylester). RXN SMILES: [CH3:1][O:2][C:3](=[O:26])[C:4]1[CH:9]=[C:8]([CH:10]=[CH:11][C:12]2[CH:17]=[C:16]([O:18][CH3:19])[CH:15]=[CH:14][C:13]=2[O:20][CH3:21])[CH:7]=[CH:6][C:5]=1[NH:22][C:23](=[O:25])[CH3:24]>C(OCC)(=O)C.[Pd]>[CH3:1][O:2][C:3](=[O:26])[C:4]1[CH:9]=[C:8]([CH2:10][CH2:11][C:12]2[CH:17]=[C:16]([O:18][CH3:19])[CH:15]=[CH:14][C:13]=2[O:20][CH3:21])[CH:7]=[CH:6][C:5]=1[NH:22][C:23](=[O:25])[CH3:24]. Procedure: 150 mg of 5-[2-(2,5-dimethoxyphenyl)ethenyl]-2-acetylamino benzoic acid methylester are dissolved in 10 ml of ethyl acetate. After addition of 25 mg of palladium (10% on charcoal) the mixture is stirred overnight under an atmosphere of hydrogen and filtered over celite. The filtrate is evaporated in vacuo to obtain the title compound as colourless crystals. mp:81-83°. The reactants are ClC=1C=C(C=CC1Cl)C=CC1=[N+](C=CC=C1)[O-] (2-[2-(3,4-dichloro-phenyl)-vinyl]-pyridine 1-oxide), COS(=O)(=O)OC (dimethylsulfate), [C-]#N.[Na+] (NaCN). The solvent is CCCCCC (hexane). Yields the product ClC=1C=C(C=CC1Cl)C=CC1=CC=CC(=N1)C#N (6-[2-(3,4-Dichloro-phenyl)-vinyl]-pyridine-2-carbonitrile). Reaction SMILES: [Cl:1][C:2]1[CH:3]=[C:4]([CH:9]=[CH:10][C:11]2[CH:16]=[CH:15][CH:14]=[CH:13][N+:12]=2[O-])[CH:5]=[CH:6][C:7]=1[Cl:8].COS(OC)(=O)=O.[C-:25]#[N:26].[Na+]>CCCCCC>[Cl:1][C:2]1[CH:3]=[C:4]([CH:9]=[CH:10][C:11]2[N:12]=[C:13]([C:25]#[N:26])[CH:14]=[CH:15][CH:16]=2)[CH:5]=[CH:6][C:7]=1[Cl:8] |f:2.3|. Reported procedure: Following the general method described in example 2b, 2-[2-(3,4-dichloro-phenyl)-vinyl]-pyridine 1-oxide was reacted first with dimethylsulfate and then with NaCN. After extraction and crystallization the title compound was obtained as a white crystalline material. Mp. 124-125° C. (hexane), MS: m/e=274 (M+). RXN SMILES: [C:1]1([CH3:12])[C:2](S(OC)(=O)=O)=[CH:3][CH:4]=[CH:5][CH:6]=1.[CH3:13][C:14](C)([O-:16])[CH3:15].[K+]>C1(C)C=CC=CC=1>[CH2:12]([O:16][CH:14]([CH3:15])[CH3:13])[C:1]1[CH:6]=[CH:5][CH:4]=[CH:3][CH:2]=1 |f:1.2|. Reported procedure: 1,3-diPEGoxy-2-benzyloxypropane [MW poly(ethylene glycol) (PEG)=9 kDa] (5.0 g, 0.55 mmoles) from Step A was placed in a two-necked round bottom flask and dissolved in 150 ml of toluene. The flask was fitted with a septum and a Dean-Stark trap and the compound was azeotropically dried under an inert atmosphere. The trap was replaced with a reflux condenser and the temperature of the flask was kept at 45° C. by placing the flask in a constant temperature oil bath. Methyl toluenesulfonate (1.62 ml,... Run at time 3 hour. Run in C1(=CC=CC=C1)C (toluene). Reactants: 1,3-diPEGoxy-2-benzyloxypropane, C=1(C(=CC=CC1)S(=O)(=O)OC)C (Methyl toluenesulfonate), CC(C)([O-])C.[K+] (potassium t-butoxide), C=1(C(=CC=CC1)S(=O)(=O)OC)C (Methyl toluenesulfonate), CC(C)([O-])C.[K+] (potassium t-butoxide). Product: C(C1=CC=CC=C1)OC(C)C (2-benzyloxypropane). Product: C(=O)(OC(C)(C)C)C1=NC(N(O1)CN)C=1N=CN2C1[C@H]1N(C(C3=C2C=CC(=C3F)F)=O)CC1 ((S)-1-(5-BOC-aminomethyl-1,2,4-oxadiazol-3-yl)-7,8-difluoro-12,12a-dihydro-9H,11H-azeto[2,1-c]imidazo[1,5-a][1,4]benzodiazepin-9-one). Procedure: 2.7 g (16.9 mmol) of 1,1'-carbonyldiimidazole were added to a solution of 4.5 g (14.1 mmol) of BOC-glycine in 30 ml of dimethylformamide and the mixture was stirred at 50° for 30 minutes. Subsequently, 4.5 g (14.1 mmol) of (E)- and/or (Z)-(S)-1-(aminohydroxylimino-methyl)-7,8-difluoro-12,12a-dihydro-9H,11H-azeto[2,1-c]imidazo[1,5-a][1,4]benzodiazepin-9-one were added and the mixture was stirred at 90° for 16 hours. The brown solution obtained was evaporated in a high vacuum and the brown residue... Reaction SMILES: [C:1](N1C=CN=C1)([N:3]1C=CN=C1)=O.[C:13](NCC(O)=O)([O:15][C:16]([CH3:19])([CH3:18])[CH3:17])=[O:14].[NH2:25]/[C:26](=[N:46]\[OH:47])/[C:27]1[N:28]=[CH:29][N:30]2[C:36]3[CH:37]=[CH:38][C:39]([F:42])=[C:40]([F:41])[C:35]=3[C:34](=[O:43])[N:33]3[CH2:44][CH2:45][C@H:32]3[C:31]=12.[CH3:48]N(C)C=O>>[C:13]([C:48]1[O:47][N:46]([CH2:1][NH2:3])[CH:26]([C:27]2[N:28]=[CH:29][N:30]3[C:36]4[CH:37]=[CH:38][C:39]([F:42])=[C:40]([F:41])[C:35]=4[C:34](=[O:43])[N:33]4[CH2:44][CH2:45][C@H:32]4[C:31]=23)[N:25]=1)([O:15][C:16]([CH3:17])([CH3:18])[CH3:19])=[O:14]. Reactants: C(=O)(N1C=NC=C1)N1C=NC=C1 (1,1'-carbonyldiimidazole), C(=O)(OC(C)(C)C)NCC(=O)O (BOC-glycine), CN(C=O)C (dimethylformamide), ( E )-, N\C(\C=1N=CN2C1[C@H]1N(C(C3=C2C=CC(=C3F)F)=O)CC1)=N/O ((Z)-(S)-1-(aminohydroxylimino-methyl)-7,8-difluoro-12,12a-dihydro-9H,11H-azeto[2,1-c]imidazo[1,5-a][1,4]benzodiazepin-9-one). Run at time 30 minute. The yield is 76.0%. Reactants: C(C)(=O)C1(CCC1)C1=CC=C(C=C1)Cl (1-Acetyl-1-(4-chlorophenyl)cyclobutane), C(C)(C)NC=O (N-isopropylformamide), C(C)(=O)C1(CCC1)C1=CC(=C(C=C1)Cl)Cl (1-acetyl-1-(3,4-dichlorophenyl)cyclobutane), C(=O)O (formic acid). The solvent is Cl (hydrochloric acid), Cl (hydrochloric acid). Conditions: temperature 180 celsius. Yields the product Cl.C(C)(C)NC(C)C1(CCC1)C1=CC=C(C=C1)Cl (N-isopropyl-1-[1-(4-chlorophenyl)cyclobutyl]ethylamine hydrochloride). Reaction SMILES: C(C1(C2C=CC([Cl:14])=CC=2)CCC1)(=O)C.[C:15]([C:18]1([C:22]2[CH:27]=[CH:26][C:25]([Cl:28])=[C:24](Cl)[CH:23]=2)[CH2:21][CH2:20][CH2:19]1)(=O)[CH3:16].C(O)=O.[CH:33]([NH:36]C=O)([CH3:35])[CH3:34]>Cl>[ClH:14].[CH:33]([NH:36][CH:15]([C:18]1([C:22]2[CH:27]=[CH:26][C:25]([Cl:28])=[CH:24][CH:23]=2)[CH2:21][CH2:20][CH2:19]1)[CH3:16])([CH3:35])[CH3:34] |f:5.6|. Reported procedure: 1-Acetyl-1-(4-chlorophenyl)cyclobutane (10.4 g) prepared in a similar manner to that described in Example 1 for 1-acetyl-1-(3,4-dichlorophenyl)cyclobutane and 98% formic acid (5 ml) were added to N-isopropylformamide (43.5 g) and the mixture heated at 180° C. for four hours. Excess starting material was distilled off under reduced pressure (20 mm Hg) to leave a viscous residue which was heated under reflux with concentrated hydrochloric acid (30 ml) for six hours. The reaction mixture was washed... The reactants are ClC1=CC2=C(C(NC3=C(N2C(=O)Cl)N=CC=C3)=O)C=C1 (9-chloro-11-(chlorocarbonyl)-5,11-dihydro-6H-pyrido[2,3-b][1,4]benzodiazepin-6-one), C(C)N(CC)CC1CN(CCC1)CCN (2-[3-[(diethylamino)methyl]-piperidin-1-yl]ethanamine). The solvent is C(C)#N (acetonitrile). The product is ClC1=CC2=C(C(NC3=C(N2C(=O)NCCN2CC(CCC2)CN(CC)CC)N=CC=C3)=O)C=C1 (9-Chloro-11-[[[2-[3-[(diethylamino)methyl]-piperidin-1-yl]-ethyl]amino]carbonyl]-5,11-dihydro-6H-pyrido[2,3-b][1,4]benzodiazepin-6-one). Yield: 73.0%. Reaction SMILES: [Cl:1][C:2]1[CH:20]=[CH:19][C:5]2[C:6](=[O:18])[NH:7][C:8]3[CH:17]=[CH:16][CH:15]=[N:14][C:9]=3[N:10]([C:11](Cl)=[O:12])[C:4]=2[CH:3]=1.[CH2:21]([N:23]([CH2:26][CH:27]1[CH2:32][CH2:31][CH2:30][N:29]([CH2:33][CH2:34][NH2:35])[CH2:28]1)[CH2:24][CH3:25])[CH3:22]>C(#N)C>[Cl:1][C:2]1[CH:20]=[CH:19][C:5]2[C:6](=[O:18])[NH:7][C:8]3[CH:17]=[CH:16][CH:15]=[N:14][C:9]=3[N:10]([C:11]([NH:35][CH2:34][CH2:33][N:29]3[CH2:30][CH2:31][CH2:32][CH:27]([CH2:26][N:23]([CH2:21][CH3:22])[CH2:24][CH3:25])[CH2:28]3)=[O:12])[C:4]=2[CH:3]=1. Procedure details: Prepared analogously to Example 46 from 9-chloro-11-(chlorocarbonyl)-5,11-dihydro-6H-pyrido[2,3-b][1,4]benzodiazepin-6-one and 2-[3-[(diethylamino)methyl]-piperidin-1-yl]ethanamine in a yield of 73% of theory. Colourless crystals, m.p. 125° C. (D.) (acetonitrile). Starting materials: Cl (hydrogen chloride), O1CCOCC1 (1,4-dioxane), NCCOCC(=O)O (2-(2-aminoethoxyl)acetic acid), C(C)O (ethanol). Product: Cl.NCCOCC(=O)OCC (ethyl 2-(2-aminoethoxyl)acetate hydrochloride). As a reaction SMILES: [ClH:1].O1CCO[CH2:4][CH2:3]1.[NH2:8][CH2:9][CH2:10][O:11][CH2:12][C:13]([OH:15])=[O:14].C(O)C>>[ClH:1].[NH2:8][CH2:9][CH2:10][O:11][CH2:12][C:13]([O:15][CH2:3][CH3:4])=[O:14] |f:4.5|. Reported procedure: A solution of hydrogen chloride in 1,4-dioxane (4M, 32.7 ml, 131 mmol) was added to a solution of 2-(2-aminoethoxyl)acetic acid (1.56 g, 13.10 mmol) in ethanol (38.2 ml, 655 mmol) and heated for 2 h at a gentle reflux. The reaction mixture was evaporated to give the title compound. 1H NMR (400 MHz, DMSO-d6) δ 8.28 (s, br, 3H), 4.18 (s, 2H), 4.17-4.08 (m, 2H), 3.75-3.68 (m, 2H), 2.99-2.90 (m, 2H), 1.20 (t, 3H).